From a dataset of the Open Reaction Database (ORD), a public repository of structured organic reaction records. describe an organic reaction: reactants, conditions, products, and yield The reactants are CC(c1cccc2ccccc12)N(CC1CN(C(=O)Oc2ccccc2C(=O)O)CC1c1ccccc1)C(=O)OC(C)(C)C, C1COCCO1, Cl, C1COCCO1. Yields the product CC(NCC1CN(C(=O)Oc2ccccc2C(=O)O)CC1c1ccccc1)c1cccc2ccccc12. RXN SMILES: [C:1]([O:2][C:3](=[O:4])[N:8]([CH:9]([CH3:10])[c:11]1[cH:12][cH:13][cH:14][c:15]2[cH:16][cH:17][cH:18][cH:19][c:20]12)[CH2:21][CH:22]1[CH2:23][N:24]([C:33](=[O:34])[O:35][c:36]2[c:37]([C:38](=[O:39])[OH:40])[cH:41][cH:42][cH:43][cH:44]2)[CH2:25][CH:26]1[c:27]1[cH:28][cH:29][cH:30][cH:31][cH:32]1)([CH3:5])([CH3:6])[CH3:7].[CH2:52]1[O:53][CH2:54][CH2:55][O:56][CH2:57]1.[ClH:51].[O:45]1[CH2:46][CH2:47][O:48][CH2:49][CH2:50]1>>[NH:8]([CH:9]([CH3:10])[c:11]1[cH:12][cH:13][cH:14][c:15]2[cH:16][cH:17][cH:18][cH:19][c:20]12)[CH2:21][CH:22]1[CH2:23][N:24]([C:33](=[O:34])[O:35][c:36]2[c:37]([C:38](=[O:39])[OH:40])[cH:41][cH:42][cH:43][cH:44]2)[CH2:25][CH:26]1[c:27]1[cH:28][cH:29][cH:30][cH:31][cH:32]1. The product is O[C@H]1CN(CC1)C1=NC=C(C(=O)NC2=CC=C(C=C2)OC(F)(F)F)C=C1C=1C=C2N=CC=NC2=CC1 ((R)-6-(3-Hydroxypyrrolidin-1-yl)-5-(quinoxalin-6-yl)-N-(4-(trifluoromethoxy)phenyl)nicotinamide). Reported procedure: The title compound was prepared in an analogous fashion to that described in Example 46 using (R)-5-chloro-6-(3-hydroxypyrrolidin-1-yl)-N-(4-(trifluoromethoxy)phenyl)nicotinamide (Stage 38.1) and quinoxalin-6-ylboronic acid. LC-MS (Condition 6) tR=1.64 min, m/z=496.0 [M+H]+. Starting materials: ClC=1C(=NC=C(C(=O)NC2=CC=C(C=C2)OC(F)(F)F)C1)N1C[C@@H](CC1)O ((R)-5-chloro-6-(3-hydroxypyrrolidin-1-yl)-N-(4-(trifluoromethoxy)phenyl)nicotinamide), N1=CC=NC2=CC(=CC=C12)B(O)O (quinoxalin-6-ylboronic acid). Reaction SMILES: Cl[C:2]1[C:3]([N:22]2[CH2:26][CH2:25][C@@H:24]([OH:27])[CH2:23]2)=[N:4][CH:5]=[C:6]([CH:21]=1)[C:7]([NH:9][C:10]1[CH:15]=[CH:14][C:13]([O:16][C:17]([F:20])([F:19])[F:18])=[CH:12][CH:11]=1)=[O:8].[N:28]1[C:37]2[C:32](=[CH:33][C:34](B(O)O)=[CH:35][CH:36]=2)[N:31]=[CH:30][CH:29]=1>>[OH:27][C@@H:24]1[CH2:25][CH2:26][N:22]([C:3]2[C:2]([C:35]3[CH:36]=[C:37]4[C:32](=[CH:33][CH:34]=3)[N:31]=[CH:30][CH:29]=[N:28]4)=[CH:21][C:6]([C:7]([NH:9][C:10]3[CH:15]=[CH:14][C:13]([O:16][C:17]([F:20])([F:19])[F:18])=[CH:12][CH:11]=3)=[O:8])=[CH:5][N:4]=2)[CH2:23]1. The reactants are COC1=NC(=NC(=N1)OC)C1C(NC2=C(C=CC=C12)F)=O (3-(4,6-Dimethoxy-1,3,5-triazin-2-yl)-7-fluoro-1,3-dihydro-2H-indol-2-one), CC1=CC=C(C=C1)S(=O)(=O)Cl (4-methylbenzenesulfonyl chloride), C([O-])([O-])=O.[Na+].[Na+] (sodium carbonate), CC(=O)C (acetone). Solvent: O (water). Reaction conditions: temperature 80 celsius, time 45 minute. The product is CC1=CC=C(C=C1)S(=O)(=O)OC=1NC2=C(C=CC=C2C1C1=NC(=NC(=N1)OC)OC)F (3-(4,6-dimethoxy-1,3,5-triazin-2-yl)-7-fluoro-1H-indol-2-yl 4-methylbenzenesulfonate). The yield is 23.3%. RXN SMILES: [CH3:1][O:2][C:3]1[N:8]=[C:7]([O:9][CH3:10])[N:6]=[C:5]([CH:11]2[C:19]3[C:14](=[C:15]([F:20])[CH:16]=[CH:17][CH:18]=3)[NH:13][C:12]2=[O:21])[N:4]=1.[CH3:22][C:23]1[CH:28]=[CH:27][C:26]([S:29](Cl)(=[O:31])=[O:30])=[CH:25][CH:24]=1.C(=O)([O-])[O-].[Na+].[Na+].CC(C)=O>O>[CH3:22][C:23]1[CH:28]=[CH:27][C:26]([S:29]([O:21][C:12]2[NH:13][C:14]3[C:19]([C:11]=2[C:5]2[N:4]=[C:3]([O:2][CH3:1])[N:8]=[C:7]([O:9][CH3:10])[N:6]=2)=[CH:18][CH:17]=[CH:16][C:15]=3[F:20])(=[O:31])=[O:30])=[CH:25][CH:24]=1 |f:2.3.4|. Procedure details: 3-(4,6-Dimethoxy-1,3,5-triazin-2-yl)-7-fluoro-1,3-dihydro-2H-indol-2-one (1.15 g), 4-methylbenzenesulfonyl chloride (1.06 g) and sodium carbonate (0.41 g) are introduced as initial charge in 5.5 ml of water and 11 ml of acetone and, with stirring, heated to 80° C. in a preheated oil bath. After 45 minutes, the hot solution is filtered, and the solid is washed with 20 ml of water/acetone (1:1) and methanol and dried in vacuo. This gives 0.76 g of product in an HPLC purity of 97% (42% of theory). ... Reactants: [H-].[Na+] (sodium hydride), ice, C (charcoal), [H-].[Na+] (sodium hydride), C(C1=CC=CC=C1)(=O)Cl (benzoyl chloride), Cl (hydrochloric acid), NC=1C(=NC(=CN1)Br)C#N (3-amino-6-bromo-2-pyrazinecarbonitrile), [H-].[Na+] (sodium hydride). The solvent is C(C)(=O)OCC (ethyl acetate), O1CCCC1 (tetrahydrofuran), C(C)(=O)OCC (ethyl acetate), O (water), O1CCCC1 (tetrahydrofuran). Conditions: time 30 minute. The product is BrC=1N=C(C(=NC1)NC(C1=CC=CC=C1)=O)C#N (N-(5-bromo-3-cyano-2-pyrazinyl)-benzamide). As a reaction SMILES: [NH2:1][C:2]1[C:3]([C:9]#[N:10])=[N:4][C:5]([Br:8])=[CH:6][N:7]=1.[H-].[Na+].[C:13](Cl)(=[O:20])[C:14]1[CH:19]=[CH:18][CH:17]=[CH:16][CH:15]=1.Cl.C>O1CCCC1.C(OCC)(=O)C.O>[Br:8][C:5]1[N:4]=[C:3]([C:9]#[N:10])[C:2]([NH:1][C:13](=[O:20])[C:14]2[CH:19]=[CH:18][CH:17]=[CH:16][CH:15]=2)=[N:7][CH:6]=1 |f:1.2|. Procedure: In 80 mL of tetrahydrofuran was dissolved 4.0 g of 3-amino-6-bromo-2-pyrazinecarbonitrile synthesized according to the procedure mentioned in U.S. Pat. No. 3,341,540. While cooling the solution with ice, 1.2 g of 60% sodium hydride and 2.8 mL of benzoyl chloride were successively added, and further 0.8 g of 60% sodium hydride was added. The mixture thus obtained was stirred at an ice-cooled temperature for one hour and thereafter at room temperature for 30 minutes. Then, 0.4 g of 60% sodium hydr...